From a dataset of the Open Reaction Database (ORD), a public repository of structured organic reaction records. describe an organic reaction: reactants, conditions, products, and yield Starting materials: [BH]C#N.[Na] (sodium boron cyanide hydride), Cl (hydrochloric acid), Cl.NC1CSC2=C(N(C1=O)CC(=O)OCC)C=CC=C2 (3-amino-5-ethoxycarbonylmethyl-2,3-dihydro-1,5-benzothiazepin-4(5H)-one hydrochloride), C(C1=CC=CC=C1)CC(C(=O)OCC)=O (ethyl benzylpyruvate), C(C1=CC=CC=C1)CC(C(=O)OCC)=O (ethyl benzylpyruvate), C([O-])([O-])=O.[Na+].[Na+] (sodium carbonate), C(C1=CC=CC=C1)CC(C(=O)OCC)=O (ethyl benzylpyruvate). The solvent is C(C)O (ethanol), CCOCC (ether), C(C)(=O)O (acetic acid), C(C)O (ethanol). Reaction conditions: time 2 hour. Product: C(C)OC(=O)C(CCC1=CC=CC=C1)NC1CSC2=C(N(C1=O)CC(=O)OCC)C=CC=C2 (3-(1-ethoxycarbonyl-3-phenylpropylamino)-5-ethoxycarbonylmethyl-2,3-dihydro-1,5-benzothiazepin-4(5H)-one). Yield: 47.9%. Reaction SMILES: Cl.[NH2:2][CH:3]1[C:9](=[O:10])[N:8]([CH2:11][C:12]([O:14][CH2:15][CH3:16])=[O:13])[C:7]2[CH:17]=[CH:18][CH:19]=[CH:20][C:6]=2[S:5][CH2:4]1.[CH2:21]([CH2:28][C:29](=O)[C:30]([O:32][CH2:33][CH3:34])=[O:31])[C:22]1[CH:27]=[CH:26][CH:25]=[CH:24][CH:23]=1.C(=O)([O-])[O-].[Na+].[Na+].[BH]C#N.[Na].Cl>C(O)C.CCOCC.C(O)(=O)C>[CH2:33]([O:32][C:30]([CH:29]([NH:2][CH:3]1[C:9](=[O:10])[N:8]([CH2:11][C:12]([O:14][CH2:15][CH3:16])=[O:13])[C:7]2[CH:17]=[CH:18][CH:19]=[CH:20][C:6]=2[S:5][CH2:4]1)[CH2:28][CH2:21][C:22]1[CH:23]=[CH:24][CH:25]=[CH:26][CH:27]=1)=[O:31])[CH3:34] |f:0.1,3.4.5,6.7,^1:41,44|. Reported procedure: 1.8 g of 3-amino-5-ethoxycarbonylmethyl-2,3-dihydro-1,5-benzothiazepin-4(5H)-one hydrochloride was mixed with 2.5 g of ethyl benzylpyruvate and 30 ml of ethanol, and the resulting mixture was adjusted to pH 5-7 with a saturated aqueous solution of sodium carbonate. After the mixture was allowed to stand for 2 hours, a solution of 0.7 g of sodium boron cyanide hydride in 10 ml of ethanol was added dropwise thereto over a period of one hour. To this mixture were added 5 ml of acetic acid and then ... Starting materials: CC(=O)C1=CCCCCCCCCCC1, C[Mg+], [Cl-], C1CCOC1, O. Product: CC(C)(O)C1=CCCCCCCCCCC1. Reaction SMILES: [C:1]([CH3:2])(=[O:3])[C:4]1=[CH:5][CH2:6][CH2:7][CH2:8][CH2:9][CH2:10][CH2:11][CH2:12][CH2:13][CH2:14][CH2:15]1.[CH3:17][Mg+:18].[Cl-:16].[O:20]1[CH2:21][CH2:22][CH2:23][CH2:24]1.[OH2:19]>>[C:1]([CH3:2])([OH:3])([C:4]1=[CH:5][CH2:6][CH2:7][CH2:8][CH2:9][CH2:10][CH2:11][CH2:12][CH2:13][CH2:14][CH2:15]1)[CH3:17]. The reactants are CC=1C=C(C(=O)OC)C=CC1 (Methyl 3-methylbenzoate), N1=CC=C(C=C1)C (4-picoline), Sodium (bis)trimethylsilylamide, C([O-])(O)=O.[Na+] (sodium bicarbonate). Run in O1CCCC1 (tetrahydrofuran), O1CCCC1 (tetrahydrofuran). Run at time 16 hour. The product is C1(=C(C=CC=C1)C(CC1=CC=NC=C1)=O)C (1-tolyl-2-(4-pyridyl)ethanone). Yield: 67.0%. Reaction SMILES: C[C:2]1[CH:3]=[C:4]([CH:9]=[CH:10][CH:11]=1)[C:5]([O:7]C)=O.[N:12]1[CH:17]=[CH:16][C:15]([CH3:18])=[CH:14][CH:13]=1.[C:19](=O)(O)[O-].[Na+]>O1CCCC1>[C:3]1([CH3:19])[CH:2]=[CH:11][CH:10]=[CH:9][C:4]=1[C:5](=[O:7])[CH2:18][C:15]1[CH:16]=[CH:17][N:12]=[CH:13][CH:14]=1 |f:2.3|. Procedure details: Methyl 3-methylbenzoate (6.0 g, 40 mmol), tetrahydrofuran (50 mL), and 4-picoline (4.1 g, 44 mmol) were stirred at −78° C. under an atmosphere of nitrogen. Sodium (bis)trimethylsilylamide 1.0 M in tetrahydrofuran (88 mL, 88 mmol) was added dropwise. The mixture was allowed to warm to room temperature, stirred for 16 hours and then was poured into saturated aqueous sodium bicarbonate solution. The mixture was then extracted with ethyl acetate (3×50 mL). The combined organics were washed with brin... Reactants: Cl.N(C(=N)N)C[C@@H]1CC[C@H](CC1)C(=O)O (trans-4-guanidinomethylcyclohexanecarboxylic acid hydrochloride), C1=C(C=CC2=CC=CC=C12)O (β-naphthol), C1(CCCCC1)N=C=NC1CCCCC1 (dicyclohexylcarbodiimide). The solvent is N1=CC=CC=C1 (pyridine). Run at time 24 hour. The product is Cl.N(C(=N)N)C[C@@H]1CC[C@H](CC1)C(=O)OC1=CC2=CC=CC=C2C=C1 (β-naphtyl trans-4-guanidinomethylcyclohexanecarboxylate hydrochloride). Isolated yield 67.9%. Reaction SMILES: [ClH:1].[NH:2]([CH2:6][C@H:7]1[CH2:12][CH2:11][C@H:10]([C:13]([OH:15])=[O:14])[CH2:9][CH2:8]1)[C:3]([NH2:5])=[NH:4].[CH:16]1[C:25]2[C:20](=[CH:21][CH:22]=[CH:23][CH:24]=2)[CH:19]=[CH:18][C:17]=1O.C1(N=C=NC2CCCCC2)CCCCC1>N1C=CC=CC=1>[ClH:1].[NH:2]([CH2:6][C@H:7]1[CH2:12][CH2:11][C@H:10]([C:13]([O:15][C:18]2[CH:17]=[CH:16][C:25]3[C:20](=[CH:21][CH:22]=[CH:23][CH:24]=3)[CH:19]=2)=[O:14])[CH2:9][CH2:8]1)[C:3]([NH2:5])=[NH:4] |f:0.1,5.6|. Procedure details: A suspension of trans-4-guanidinomethylcyclohexanecarboxylic acid hydrochloride (47.1 g), β-naphthol (28.8 g) and dicyclohexylcarbodiimide (45.4 g) in pyridine (400 ml) was stirred at room temperature for 24 hours. After evaporation of solvent, to the residue was added water (500 ml), and the mixture was acidified with hydrochloric acid. The resulting white crystals were dissolved in methanol (500 ml). After evaporation of methanol, the residue was recrystallized from methanol to give β-naphtyl ... Reactants: CC12Cc3c([nH]c4ccc(Cl)cc34)C(c3cccc(O)c3)N1C(=O)N(CCBr)C2=O, CO, N. The product is CC12Cc3c([nH]c4ccc(Cl)cc34)C(c3cccc(O)c3)N1C(=O)N(CCN)C2=O. As a reaction SMILES: [Br:1][CH2:2][CH2:3][N:4]1[C:5](=[O:30])[C:6]2([CH3:29])[N:7]([CH:8]([c:20]3[cH:21][c:22]([OH:26])[cH:23][cH:24][cH:25]3)[c:9]3[nH:10][c:11]4[cH:12][cH:13][c:14]([Cl:19])[cH:15][c:16]4[c:17]3[CH2:18]2)[C:27]1=[O:28].[CH3:32][OH:33].[NH3:31]>>[CH2:2]([CH2:3][N:4]1[C:5](=[O:30])[C:6]2([CH3:29])[N:7]([CH:8]([c:20]3[cH:21][c:22]([OH:26])[cH:23][cH:24][cH:25]3)[c:9]3[nH:10][c:11]4[cH:12][cH:13][c:14]([Cl:19])[cH:15][c:16]4[c:17]3[CH2:18]2)[C:27]1=[O:28])[NH2:31]. Reactants: O=C(Cl)CBr, O=C([O-])[O-], [Cs+], [Cs+], CN(C)C=O, O, Nc1noc2ccccc12. Yields the product O=C(CCl)Nc1noc2ccccc12. Reaction SMILES: [Br:17][CH2:18][C:19](=[O:20])[Cl:21].[C:11]([O-:12])([O-:13])=[O:14].[Cs+:15].[Cs+:16].[O:23]=[CH:24][N:25]([CH3:26])[CH3:27].[OH2:22].[o:1]1[n:2][c:3]([NH2:10])[c:4]2[c:5]1[cH:6][cH:7][cH:8][cH:9]2>>[o:1]1[n:2][c:3]([NH:10][C:11](=[O:14])[CH2:19][Cl:21])[c:4]2[c:5]1[cH:6][cH:7][cH:8][cH:9]2. The reactants are C(C1=CC=CC=C1)OC(=O)N1CC=2NC3=CC=CC=C3C2CC1 (2-benzyloxycarbonyl-1,3,4,9-tetrahydro-2H-pyrido[3,4-b]indole), C(C1=CC=CC=C1)OC1=CC=C(CCl)C=C1 (4-benzyloxybenzylchloride), O (H2O), [H-].[Na+] (NaH). As a reaction SMILES: [CH2:1]([O:8][C:9]([N:11]1[CH2:23][CH2:22][C:21]2[C:20]3[C:15](=[CH:16][CH:17]=[CH:18][CH:19]=3)[NH:14][C:13]=2[CH2:12]1)=[O:10])[C:2]1[CH:7]=[CH:6][CH:5]=[CH:4][CH:3]=1.[CH2:24]([O:31][C:32]1[CH:39]=[CH:38][C:35]([CH2:36]Cl)=[CH:34][CH:33]=1)[C:25]1[CH:30]=[CH:29][CH:28]=[CH:27][CH:26]=1.[H-].[Na+].O>CN(C=O)C>[CH2:1]([O:8][C:9]([N:11]1[CH2:23][CH2:22][C:21]2[C:20]3[C:15](=[CH:16][CH:17]=[CH:18][CH:19]=3)[N:14]([CH2:36][C:35]3[CH:38]=[CH:39][C:32]([O:31][CH2:24][C:25]4[CH:30]=[CH:29][CH:28]=[CH:27][CH:26]=4)=[CH:33][CH:34]=3)[C:13]=2[CH2:12]1)=[O:10])[C:2]1[CH:3]=[CH:4][CH:5]=[CH:6][CH:7]=1 |f:2.3|. Isolated yield 93.1%. The product is C(C1=CC=CC=C1)OC(=O)N1CC=2N(C3=CC=CC=C3C2CC1)CC1=CC=C(C=C1)OCC1=CC=CC=C1 (2-Benzyloxycarbonyl-9-[(4-benzyloxyphenyl)methyl]-1,3,4,9-tetrahydro-2H-pyrido[3,4-b] indole). Run in CN(C)C=O (DMF). Procedure details: To a stirred solution of 2-benzyloxycarbonyl-1,3,4,9-tetrahydro-2H-pyrido[3,4-b]indole (17.75 g, 58.0 mmole) in dry DMF (150 mL) at was added 4-benzyloxybenzylchloride (14.85 g, 63.8 mmole). After 10 min, 60% NaH (2.78 g. 69.6 mmole),was added and the reaction slurry was allowed to warm to RT and stir for 12 hr. The reaction contents were poured into H2O (200 mL) and extracted with EtOAc (2×200 mL). The combined organic phases were washed sequentially with H2O and brine, then were dried over Na2... Run at time 10 minute.